This data is from the Open Reaction Database (ORD), a public repository of structured organic reaction records. The task is: describe an organic reaction: reactants, conditions, products, and yield Reactants: ClC1=C2NC=NC2=NC=N1 (6-chloropurine), NC=1C=C(C=CC1)C#C (m-aminophenyl acetylene). Solvent: N1=CC=CC=C1 (pyridine). Reaction conditions: temperature 85 celsius. Product: C(#C)C=1C=C(C=CC1)NC1=C2N=CNC2=NC=N1 ((3-Ethynyl-phenyl)-(9H-purin-6-yl)-amine). Yield: 3.3%. RXN SMILES: Cl[C:2]1[N:10]=[CH:9][N:8]=[C:7]2[C:3]=1[NH:4][CH:5]=[N:6]2.[NH2:11][C:12]1[CH:13]=[C:14]([C:18]#[CH:19])[CH:15]=[CH:16][CH:17]=1>N1C=CC=CC=1>[C:18]([C:14]1[CH:13]=[C:12]([NH:11][C:2]2[N:10]=[CH:9][N:8]=[C:7]3[C:3]=2[N:4]=[CH:5][NH:6]3)[CH:17]=[CH:16][CH:15]=1)#[CH:19]. Procedure: To 6-chloropurine (1.0 g, 6.5 mmol) in dry pyridine (10 ml) was added m-aminophenyl acetylene (0.91 g, 7.8 mmol). The mixture was heated in an 85° C. oil bath for 23 hours. The mixture was cooled to ambient temperature and concentrated in vacuo. The oily residue was partitioned between CH2Cl2 and H2O then filtered to afford the title compound as a light orange solid (50 mg, 3.3%). LC-MS: 236 (MH+); anal. RP18-HPLC RT: 3.25 min. The yield is 24.7%. As a reaction SMILES: [OH:1][C:2]1[CH:3]=[CH:4][CH:5]=[C:6]2[C:11]=1[N:10]=[CH:9][CH:8]=[CH:7]2.Cl[CH2:13][CH2:14][C:15]([OH:17])=[O:16]>[OH-].[K+]>[N:10]1[C:11]2[C:6](=[CH:5][CH:4]=[CH:3][C:2]=2[O:1][CH2:13][CH2:14][C:15]([OH:17])=[O:16])[CH:7]=[CH:8][CH:9]=1 |f:2.3|. Procedure: A solution of 8-hydroxyquinoline (43.5 g, 0.30 mol) (Aldrich) in 150 ml 2 N potassium hydroxide was refluxed while an ice cold solution of 3-chloropropionic acid (36 g, 0.33 mol) (Aldrich) in 165 ml 2 N potassium hydroxide was added over 15 minutes. The pH of the reaction was maintained at pH 10 by addition of 5 N potassium hydroxide during the addition and the subsequent 1.5 hour reflux period. After cooling and filtration the mixture was brought to pH with 6 N hydrochloric acid and extracted w... Yields the product N1=CC=CC2=CC=CC(=C12)OCCC(=O)O (3-[8-quinolinoxy]-propionic acid). Starting materials: OC=1C=CC=C2C=CC=NC12 (8-hydroxyquinoline), ice, ClCCC(=O)O (3-chloropropionic acid). Solvent: [OH-].[K+] (potassium hydroxide), [OH-].[K+] (potassium hydroxide), [OH-].[K+] (potassium hydroxide). Starting materials: [Si](C)(C)(C(C)(C)C)N1C(CC1CC(C)OC(C)=O)=O (1(t-butyldimethylsilyl)-4-(2-acetoxypropyl)-2-azetidinone). Solvent: Cl (HCl), CO (MeOH). Run at time 2.5 hour. Yields the product C(C)(=O)OC(CC1CC(N1)=O)C (4-(2-acetoxypropyl)-2-azetidinone). RXN SMILES: [Si]([N:8]1[CH:11]([CH2:12][CH:13]([O:15][C:16](=[O:18])[CH3:17])[CH3:14])[CH2:10][C:9]1=[O:19])(C(C)(C)C)(C)C>Cl.CO>[C:16]([O:15][CH:13]([CH3:14])[CH2:12][CH:11]1[NH:8][C:9](=[O:19])[CH2:10]1)(=[O:18])[CH3:17]. Procedure details: 1(t-butyldimethylsilyl)-4-(2-acetoxypropyl)-2-azetidinone (2.4 g) is dissolved in a solution of HCl in MeOH (0.25N, 10 ml) and allowed to stand 2.5 hours at room temperature. The solvent is evaporated under reduced pressure and the residue is chromatographed on silica gel to give 4-(2-acetoxypropyl)-2-azetidinone. The reactants are CC(C)(C)OC(=O)N1CCNc2ccccc2C1, Cc1cc(C(=O)O)ccc1CCCC(=O)N1CCN(CCC(C)(C)C)CC1, CN(C)c1ccncc1, CCN(C(C)C)C(C)C, ClCCl. Product: Cc1cc(C(=O)N2CCN(C(=O)OC(C)(C)C)Cc3ccccc32)ccc1CCCC(=O)N1CCN(CCC(C)(C)C)CC1. As a reaction SMILES: [C:28]([CH3:29])([CH3:30])([CH3:31])[O:32][C:33](=[O:34])[N:35]1[CH2:36][CH2:37][NH:38][c:39]2[c:40]([cH:42][cH:43][cH:44][cH:45]2)[CH2:41]1.[CH3:1][C:2]([CH2:3][CH2:4][N:5]1[CH2:6][CH2:7][N:8]([C:11]([CH2:12][CH2:13][CH2:14][c:15]2[c:16]([CH3:24])[cH:17][c:18]([C:19](=[O:20])[OH:21])[cH:22][cH:23]2)=[O:25])[CH2:9][CH2:10]1)([CH3:26])[CH3:27].[CH3:55][N:56]([c:57]1[cH:58][cH:59][n:60][cH:61][cH:62]1)[CH3:63].[CH:46]([N:47]([CH2:48][CH3:49])[CH:50]([CH3:51])[CH3:52])([CH3:53])[CH3:54].[Cl:64][CH2:65][Cl:66]>>[CH3:1][C:2]([CH2:3][CH2:4][N:5]1[CH2:6][CH2:7][N:8]([C:11]([CH2:12][CH2:13][CH2:14][c:15]2[c:16]([CH3:24])[cH:17][c:18]([C:19](=[O:20])[N:38]3[CH2:37][CH2:36][N:35]([C:33]([O:32][C:28]([CH3:29])([CH3:30])[CH3:31])=[O:34])[CH2:41][c:40]4[c:39]3[cH:45][cH:44][cH:43][cH:42]4)[cH:22][cH:23]2)=[O:25])[CH2:9][CH2:10]1)([CH3:26])[CH3:27]. Starting materials: O=C1C(O)=C(O)[C@H](O1)[C@@H](O)CO (ascorbic acid), CC1=C(N=CN1)CSCC/N=C(\NC)/NC#N (cimetidine), C(CCCCCCCCCCCCCCCCC)(=O)O (stearic acid). Run in ClCCl (dichloromethane). Product: CC1=C(N=CN1)CSCC/N=C(\NC)/NC#N.O=C1C(O)=C([O-])[C@H](O1)[C@@H](O)CO (Cimetidine ascorbate). Reaction SMILES: [O:1]=[C:2]1[O:8][C@H:7]([C@H:9]([CH2:11][OH:12])[OH:10])[C:5]([OH:6])=[C:3]1[OH:4].[CH3:13][C:14]1[NH:18][CH:17]=[N:16][C:15]=1[CH2:19][S:20][CH2:21][CH2:22]/[N:23]=[C:24](/[NH:27][C:28]#[N:29])\[NH:25][CH3:26].C(O)(=O)CCCCCCCCCCCCCCCCC>ClCCl>[CH3:13][C:14]1[NH:18][CH:17]=[N:16][C:15]=1[CH2:19][S:20][CH2:21][CH2:22]/[N:23]=[C:24](/[NH:27][C:28]#[N:29])\[NH:25][CH3:26].[O:1]=[C:2]1[O:8][C@H:7]([C@H:9]([CH2:11][OH:12])[OH:10])[C:5]([O-:6])=[C:3]1[OH:4] |f:4.5|. Reported procedure: 0.88 g (0.5 cmole) of ascorbic acid and 1.26 g (0.5 cmole) of cimetidine were added to a solution of stearic acid (2.14 g) in dichloromethane (q.s.). The mixture was filtered without washing and dried. Weight: 2.5 g. A stereoscopically homogenous white solid. Is unaltered by ambient conditions.